This data is from the Open Reaction Database (ORD), a public repository of structured organic reaction records. The task is: describe an organic reaction: reactants, conditions, products, and yield The reactants are O=C1OC(C2=C(N1CC1=CC(=NC=C1)NS(=O)(=O)C)C=CC=C2)=O (N-[4-(2,4-dioxo-4H-benzo[d][1,3]oxazin-1-ylmethyl)-pyridin-2-yl]-methanesulfonamide), Cl.C1(CCCC1)CON (O-cyclopentylmethyl-hydroxylamine hydrochloride). Product: C1(CCCC1)CONC(C1=C(C=CC=C1)NCC1=CC(=NC=C1)NS(=O)(=O)C)=O (N-Cyclopentylmethoxy-2-[(2-methanesulfonylamino-pyridin-4-ylmethyl)-amino]-benzamide). Reaction SMILES: O=C1[N:7]([CH2:8][C:9]2[CH:14]=[CH:13][N:12]=[C:11]([NH:15][S:16]([CH3:19])(=[O:18])=[O:17])[CH:10]=2)[C:6]2[CH:20]=[CH:21][CH:22]=[CH:23][C:5]=2[C:4](=[O:24])O1.Cl.[CH:26]1([CH2:31][O:32][NH2:33])[CH2:30][CH2:29][CH2:28][CH2:27]1>>[CH:26]1([CH2:31][O:32][NH:33][C:4](=[O:24])[C:5]2[CH:23]=[CH:22][CH:21]=[CH:20][C:6]=2[NH:7][CH2:8][C:9]2[CH:14]=[CH:13][N:12]=[C:11]([NH:15][S:16]([CH3:19])(=[O:17])=[O:18])[CH:10]=2)[CH2:30][CH2:29][CH2:28][CH2:27]1 |f:1.2|. Procedure: To a stirred solution of 1-(2-amino-pyridin-4-ylmethyl)-1H-benzo[d][1,3]oxazine-2,4-dione (600 mg, see preparation 7b) in pyridine (7 ml) was added methanesulfonyl chloride (280 mg) and the reaction mixture was stirred at room temperature for 15 hours. The solvent was evaporated under reduced pressure and the residue was dissolved in EtOAc and washed with water and brine. The organic layer was dried (MgSO4) and evaporated under reduced pressure. The remaining solid yellow material was dissolved ... The reactants are BrCCC=C (4-bromo-1-butene), C1(C=CC=C1)[Mg]Cl (cyclopentadienyl magnesium chloride). Conditions: temperature 0 celsius, time 15 minute. Product: C(CC=C)C1=CC=CC1 (but-3-enylcyclopentadiene). RXN SMILES: Br[CH2:2][CH2:3][CH:4]=[CH2:5].[CH:6]1([Mg]Cl)[CH:10]=[CH:9][CH:8]=[CH:7]1>>[CH2:2]([C:10]1[CH2:9][CH:8]=[CH:7][CH:6]=1)[CH2:3][CH:4]=[CH2:5]. Procedure: To 4-bromo-1-butene (100 g of 97 wt %, 0.719 mol) was added cyclopentadienyl magnesium chloride (800 mL of 1 M solution in THF, 0.8 mol) at 0° C. in 50 minutes. After stirring for an additional 15 minutes at 0° C., the mixture was warmed to room temperature. After stirring overnight, the reaction was quenched with a mixture of ice and water. The mixture was extracted with pentane. The organic layer was washed with water and dried over anhydrous sodium sulfate. Removal of the solvent under vacuum... As a reaction SMILES: [CH3:1][NH:2][CH3:3].[H-].[Na+].Cl[S:7]([CH:10]1[CH2:15][CH2:14][N:13](C(OCC2C=CC=CC=2)=O)[CH2:12][CH2:11]1)(=[O:9])=[O:8].O>CN(C)C=O>[CH3:1][N:2]([CH3:3])[S:7]([CH:10]1[CH2:15][CH2:14][NH:13][CH2:12][CH2:11]1)(=[O:9])=[O:8] |f:1.2|. Procedure details: A suspension of an amine such as dimethylamine (4.72 mmol) and sodium hydride (4.72 mmol) in N,N-dimethylformamide (10 ml) was stirred for five minutes at room temperature. Then phenylmethyl 4-(chlorosulfonyl)-1-piperidinecarboxylate (1.60 mmol) was added to the reaction mixture and stirred at 100° C. for 3 hours. The reaction mixture was poured into water (25 ml) and extracted with ethyl acetate (3×25 ml). The combined organic layers were washed with brine, dried over sodium sulfate, filtered, ... Run at time 5 minute. Yields the product CN(S(=O)(=O)C1CCNCC1)C (N,N-dimethyl-4-piperidinesulfonamide). Solvent: CN(C=O)C (N,N-dimethylformamide). Starting materials: ClS(=O)(=O)C1CCN(CC1)C(=O)OCC1=CC=CC=C1 (phenylmethyl 4-(chlorosulfonyl)-1-piperidinecarboxylate), amine, CNC (dimethylamine), [H-].[Na+] (sodium hydride), O (water). Yield: 133.3%. The reactants are C(C1=CC=CC=C1)OC1=C2CCCC(C2=CC=C1)C(=O)NC1=CC=C(C=C1)OC (5-benzyloxy-N-(4-methoxyphenyl)-1,2,3,4-tetrahydronaphthalene-1-carboxamide), C(C)(C)(C)OC(=O)N1N=CC(=C1)CO (1-(tert-butoxycarbonyl)-4-(hydroxymethyl)pyrazole). The product is C(C1=CC=CC=C1)OC1=C2CCCC(C2=CC=C1)C(=O)N(CC=1C=NNC1)C1=CC=C(C=C1)OC (5-benzyloxy-N-(4-methoxyphenyl)-N-[(pyrazol-4-yl)methyl]-1,2,3,4-tetrahydronaphthalene-1-carboxamide). The yield is 48.4%. RXN SMILES: [CH2:1]([O:8][C:9]1[CH:18]=[CH:17][CH:16]=[C:15]2[C:10]=1[CH2:11][CH2:12][CH2:13][CH:14]2[C:19]([NH:21][C:22]1[CH:27]=[CH:26][C:25]([O:28][CH3:29])=[CH:24][CH:23]=1)=[O:20])[C:2]1[CH:7]=[CH:6][CH:5]=[CH:4][CH:3]=1.C(OC([N:37]1[CH:41]=[C:40]([CH2:42]O)[CH:39]=[N:38]1)=O)(C)(C)C>>[CH2:1]([O:8][C:9]1[CH:18]=[CH:17][CH:16]=[C:15]2[C:10]=1[CH2:11][CH2:12][CH2:13][CH:14]2[C:19]([N:21]([C:22]1[CH:23]=[CH:24][C:25]([O:28][CH3:29])=[CH:26][CH:27]=1)[CH2:42][C:40]1[CH:41]=[N:37][NH:38][CH:39]=1)=[O:20])[C:2]1[CH:7]=[CH:6][CH:5]=[CH:4][CH:3]=1. Procedure details: By the reaction and treatment in the same manner as in Example 82 using 5-benzyloxy-N-(4-methoxyphenyl)-1,2,3,4-tetrahydronaphthalene-1-carboxamide (2.98 g) and 1-(tert-butoxycarbonyl)-4-(hydroxymethyl)pyrazole (1.83 g) as starting materials, 5-benzyloxy-N-(4-methoxyphenyl)-N-[(pyrazol-4-yl)methyl]-1,2,3,4-tetrahydronaphthalene-1-carboxamide (1.74 g) was obtained. Starting materials: O=C1CCC(=O)N1Br, COc1ccc(C)cc1[N+](=O)[O-], ClCCl, COC(C)(C)CC(C)(C#N)N=NC(C)(C#N)CC(C)(C)OC. Product: COc1ccc(CBr)cc1[N+](=O)[O-]. Reaction SMILES: [Br:13][N:14]1[C:15](=[O:16])[CH2:17][CH2:18][C:19]1=[O:20].[CH3:1][O:2][c:3]1[c:4]([N+:10](=[O:11])[O-:12])[cH:5][c:6]([CH3:9])[cH:7][cH:8]1.[Cl:43][CH2:44][Cl:45].[N:21]([C:22]([CH3:23])([CH2:24][C:25]([O:26][CH3:27])([CH3:28])[CH3:29])[C:30]#[N:31])=[N:32][C:33]([CH3:34])([CH2:35][C:36]([CH3:37])([O:38][CH3:39])[CH3:40])[C:41]#[N:42]>>[CH3:1][O:2][c:3]1[c:4]([N+:10](=[O:11])[O-:12])[cH:5][c:6]([CH2:9][Br:13])[cH:7][cH:8]1. Reactants: C12C(C3CC(CC(C1)C3)C2)NC(=O)C=2C=NN(C2Cl)C2=CC=CC=C2 (5-chloro-1-phenyl-1H-pyrazole-4-carboxylic acid adamantan-2-ylamide), C12C(C3CC(CC(C1)C3)C2)NC(=O)C=2C=NN(C2Cl)C2=CC=CC=C2 (5-chloro-1-phenyl-1H-pyrazole-4-carboxylic acid adamantan-2-ylamide), C(C)(C)N (isopropylamine). Yields the product C12C(C3CC(CC(C1)C3)C2)NC(=O)C=2C=NN(C2NC(C)C)C2=CC=CC=C2 (5-Isopropylamino-1-phenyl-1H-pyrazole-4-carboxylic acid adamantan-2-ylamide). Reaction SMILES: [CH:1]12[CH2:10][CH:5]3[CH2:6][CH:7]([CH2:9][CH:3]([CH2:4]3)[CH:2]1[NH:11][C:12]([C:14]1[CH:15]=[N:16][N:17]([C:20]3[CH:25]=[CH:24][CH:23]=[CH:22][CH:21]=3)[C:18]=1Cl)=[O:13])[CH2:8]2.[CH:26]([NH2:29])([CH3:28])[CH3:27]>>[CH:1]12[CH2:10][CH:5]3[CH2:6][CH:7]([CH2:9][CH:3]([CH2:4]3)[CH:2]1[NH:11][C:12]([C:14]1[CH:15]=[N:16][N:17]([C:20]3[CH:25]=[CH:24][CH:23]=[CH:22][CH:21]=3)[C:18]=1[NH:29][CH:26]([CH3:28])[CH3:27])=[O:13])[CH2:8]2. Procedure: 5-Isopropylamino-1-phenyl-1H-pyrazole-4-carboxylic acid adamantan-2-ylamide was prepared using Procedure A from 5-chloro-1-phenyl-1H-pyrazole-4-carboxylic acid adamantan-2-ylamide (Intermediate 3) and isopropylamine. Mass spectrum (ES) MH+=379. Reaction conditions: temperature 70 celsius, time 6 hour. The product is CC1=NN2C(N=C(C=C2C(=O)O)N2CCOCC2)=C1CC1=C(C(=CC=C1)C(F)(F)F)C (2-methyl-3-(2-methyl-3-(trifluoromethyl)benzyl)-5-morpholinopyrazolo[1,5-a]pyrimidine-7-carboxylic acid). Yield: 55.5%. Reported procedure: To a solution of 7-chloro-2-methyl-3-{[2-methyl-3-(trifluoromethyl)phenyl]methyl}-5-(4-morpholinyl)pyrazolo[1,5-a]pyrimidine (2.82 g, 6.64 mmol), prepared using the same procedure used to prepare Example 10, in N,N-Dimethylformamide (50 mL) and methanol (34.1 mL, 843 mmol) was added palladium(II) acetate (0.224 g, 0.996 mmol), DPPF (0.552 g, 0.996 mmol). The reaction mixture was purged with carbon monoxide for 5 min and then TEA (2.78 mL, 19.91 mmol) was added in. The reaction mixture was stirre... As a reaction SMILES: Cl[C:2]1[N:7]2[N:8]=[C:9]([CH3:23])[C:10]([CH2:11][C:12]3[CH:17]=[CH:16][CH:15]=[C:14]([C:18]([F:21])([F:20])[F:19])[C:13]=3[CH3:22])=[C:6]2[N:5]=[C:4]([N:24]2[CH2:29][CH2:28][O:27][CH2:26][CH2:25]2)[CH:3]=1.[CH3:30][OH:31].[OH-:32].[Na+].Cl>CN(C)C=O.O1CCCC1.C([O-])(=O)C.[Pd+2].C([O-])(=O)C.C1C=CC(P(C2C=CC=CC=2)[C-]2C=CC=C2)=CC=1.C1C=CC(P(C2C=CC=CC=2)[C-]2C=CC=C2)=CC=1.[Fe+2].O>[CH3:23][C:9]1[C:10]([CH2:11][C:12]2[CH:17]=[CH:16][CH:15]=[C:14]([C:18]([F:21])([F:20])[F:19])[C:13]=2[CH3:22])=[C:6]2[N:5]=[C:4]([N:24]3[CH2:29][CH2:28][O:27][CH2:26][CH2:25]3)[CH:3]=[C:2]([C:30]([OH:32])=[O:31])[N:7]2[N:8]=1 |f:2.3,7.8.9,10.11.12|. Starting materials: ClC1=CC(=NC=2N1N=C(C2CC2=C(C(=CC=C2)C(F)(F)F)C)C)N2CCOCC2 (7-chloro-2-methyl-3-{[2-methyl-3-(trifluoromethyl)phenyl]methyl}-5-(4-morpholinyl)pyrazolo[1,5-a]pyrimidine), TEA, CO (methanol), [OH-].[Na+] (sodium hydroxide), TEA, Cl (HCl). Run in CN(C=O)C (N,N-Dimethylformamide), O1CCCC1 (THF), O (Water). Reagents/catalysts: C(C)(=O)[O-].[Pd+2].C(C)(=O)[O-] (palladium(II) acetate), C1=CC=C(C=C1)P([C-]2C=CC=C2)C3=CC=CC=C3.C1=CC=C(C=C1)P([C-]2C=CC=C2)C3=CC=CC=C3.[Fe+2] (DPPF), C(C)(=O)[O-].[Pd+2].C(C)(=O)[O-] (palladium(II) acetate), C1=CC=C(C=C1)P([C-]2C=CC=C2)C3=CC=CC=C3.C1=CC=C(C=C1)P([C-]2C=CC=C2)C3=CC=CC=C3.[Fe+2] (DPPF). Reactants: Cd Pb, C(CCOC1C(=CN2[C@@H]1[C@@H](N(C1=C(C2=O)C=C(C=C1)OC)C(=O)OCC(Cl)(Cl)Cl)O[Si](C)(C)C(C)(C)C)C1=CC2=CC=CC=C2C=C1)OC1C(=CN2[C@@H]1[C@@H](N(C1=C(C2=O)C=C(C=C1)OC)C(=O)OCC(Cl)(Cl)Cl)O[Si](C)(C)C(C)(C)C)C1=CC2=CC=CC=C2C=C1 (1,1′-[[(Propane-1,3-diyl)dioxy]bis[(11S,11aS)-10-(2,2,2-trichloroethoxycarbonyl)-11-(tert-butyldimethylsilyloxy)-7-methoxy-2-(naphthalen-2-yl)-1,10,11,11a-tetrahydro-5H-pyrrolo[2,1-c][1,4]benzodiazepin-5-one]]), NH4OAc. The solvent is C1CCOC1 (THF). The product is C(CCOC1C(=CN2[C@H]1C=NC1=C(C2=O)C=C(C=C1)OC)C1=CC2=CC=CC=C2C=C1)OC1C(=CN2[C@H]1C=NC1=C(C2=O)C=C(C=C1)OC)C1=CC2=CC=CC=C2C=C1 (1,1′-[[(Propane-1,3-diyl)dioxy]bis[(11aS)-7-methoxy-2-(naphthalen-2-yl)-1,11a-dihydro-5H-pyrrolo[2,1-c][1,4]benzodiazepine-5-one]]). Isolated yield 34.8%. RXN SMILES: [CH2:1]([O:48][CH:49]1[C@H:53]2[C@H:54](O[Si](C(C)(C)C)(C)C)[N:55](C(OCC(Cl)(Cl)Cl)=O)[C:56]3[CH:63]=[CH:62][C:61]([O:64][CH3:65])=[CH:60][C:57]=3[C:58](=[O:59])[N:52]2[CH:51]=[C:50]1[C:82]1[CH:91]=[CH:90][C:89]2[C:84](=[CH:85][CH:86]=[CH:87][CH:88]=2)[CH:83]=1)[CH2:2][CH2:3][O:4][CH:5]1[C@H:9]2[C@H:10](O[Si](C(C)(C)C)(C)C)[N:11](C(OCC(Cl)(Cl)Cl)=O)[C:12]3[CH:19]=[CH:18][C:17]([O:20][CH3:21])=[CH:16][C:13]=3[C:14](=[O:15])[N:8]2[CH:7]=[C:6]1[C:38]1[CH:47]=[CH:46][C:45]2[C:40](=[CH:41][CH:42]=[CH:43][CH:44]=2)[CH:39]=1>C1COCC1>[CH2:1]([O:48][CH:49]1[C@@H:53]2[CH:54]=[N:55][C:56]3[CH:63]=[CH:62][C:61]([O:64][CH3:65])=[CH:60][C:57]=3[C:58](=[O:59])[N:52]2[CH:51]=[C:50]1[C:82]1[CH:91]=[CH:90][C:89]2[C:84](=[CH:85][CH:86]=[CH:87][CH:88]=2)[CH:83]=1)[CH2:2][CH2:3][O:4][CH:5]1[C@@H:9]2[CH:10]=[N:11][C:12]3[CH:19]=[CH:18][C:17]([O:20][CH3:21])=[CH:16][C:13]=3[C:14](=[O:15])[N:8]2[CH:7]=[C:6]1[C:38]1[CH:47]=[CH:46][C:45]2[C:40](=[CH:41][CH:42]=[CH:43][CH:44]=2)[CH:39]=1. Procedure: 10% Cd/Pb couple (455 mg, 3.71 mmol, 26 eq) was added to a rapidly stirring mixture of 17 (190 mg, 0.14 mmol), THF (3.2 mL) and 1 N NH4OAc (3.2 mL). The reaction mixture was allowed to stir for 6.5 hours when TLC showed the incomplete consumption of the starting material and formation of side products. The solids were filtered and rinsed with H2O and MeOH. Excess solvent was removed and the residue was diluted with H2O (25 mL) and DCM (25 mL). The aqueous layer was extracted with DCM (3×25 mL) a... Reactants: SC1=NC2=C(N1)C=CC=C2 (2-mercapto-1H-benzimidazole), ClCC1=NC=CC(=C1)OCCCOC (2-chloromethyl-4-(3-methoxypropoxy)pyridine), [OH-].[Na+] (sodium hydroxide). The solvent is C(C)O (ethanol). The product is COCCCOC1=CC(=NC=C1)CSC1=NC2=C(N1)C=CC=C2 (2-[4-(3-Methoxypropoxy)Pyridine-2-Yl]Methylthio-1H-Benzimidazole). The yield is 99.3%. As a reaction SMILES: [SH:1][C:2]1[NH:6][C:5]2[CH:7]=[CH:8][CH:9]=[CH:10][C:4]=2[N:3]=1.Cl[CH2:12][C:13]1[CH:18]=[C:17]([O:19][CH2:20][CH2:21][CH2:22][O:23][CH3:24])[CH:16]=[CH:15][N:14]=1.[OH-].[Na+]>C(O)C>[CH3:24][O:23][CH2:22][CH2:21][CH2:20][O:19][C:17]1[CH:16]=[CH:15][N:14]=[C:13]([CH2:12][S:1][C:2]2[NH:6][C:5]3[CH:7]=[CH:8][CH:9]=[CH:10][C:4]=3[N:3]=2)[CH:18]=1 |f:2.3|. Procedure details: A mixture comprising 1.50 g (0.01 mol) of 2-mercapto-1H-benzimidazole, 3.20 g (0.015 mol) of 2-chloromethyl-4-(3-methoxypropoxy)pyridine, 0.51 g (0.012 mol) of 95% sodium hydroxide and 60 ml of ethanol was stirred at 40° C. for 0.5 hour and filtered. The filtrate was concentrated under a reduced pressure and purified by silica gel column chromatography (ethyl acetate/n-hexane) to obtain 3.27 g of the title compound as a colorless crystal. Reactants: B, C1CCOC1, C1CCOC1, N#Cc1cc(F)c(Cl)c([N+](=O)[O-])c1. Yields the product NCc1cc(F)c(Cl)c([N+](=O)[O-])c1. As a reaction SMILES: [BH3:1].[CH2:20]1[O:21][CH2:22][CH2:23][CH2:24]1.[CH2:2]1[O:3][CH2:4][CH2:5][CH2:6]1.[Cl:7][c:8]1[c:9]([F:19])[cH:10][c:11]([C:12]#[N:13])[cH:14][c:15]1[N+:16](=[O:17])[O-:18]>>[Cl:7][c:8]1[c:9]([F:19])[cH:10][c:11]([CH2:12][NH2:13])[cH:14][c:15]1[N+:16](=[O:17])[O-:18].